This data is from the Open Reaction Database (ORD), a public repository of structured organic reaction records. The task is: describe an organic reaction: reactants, conditions, products, and yield Reactants: CO, Cc1cccc(-c2ccc3[nH]cc(C4=C(c5cn6c7c(cccc57)CCC6)C(=O)NC4=O)c3c2)c1. Yields the product Cc1cccc(-c2ccc3[nH]cc(C4C(=O)NC(=O)C4c4cn5c6c(cccc46)CCC5)c3c2)c1. Reaction SMILES: [CH3:36][OH:37].[c:1]1([C:13]2=[C:17]([c:18]3[cH:19][nH:20][c:21]4[cH:22][cH:23][c:24](-[c:27]5[cH:28][c:29]([CH3:33])[cH:30][cH:31][cH:32]5)[cH:25][c:26]34)[C:16](=[O:34])[NH:15][C:14]2=[O:35])[cH:2][n:3]2[c:12]3[c:7]([cH:8][cH:9][cH:10][c:11]13)[CH2:6][CH2:5][CH2:4]2>>[c:1]1([CH:13]2[C:14](=[O:35])[NH:15][C:16](=[O:34])[CH:17]2[c:18]2[cH:19][nH:20][c:21]3[cH:22][cH:23][c:24](-[c:27]4[cH:28][c:29]([CH3:33])[cH:30][cH:31][cH:32]4)[cH:25][c:26]23)[cH:2][n:3]2[c:12]3[c:7]([cH:8][cH:9][cH:10][c:11]13)[CH2:6][CH2:5][CH2:4]2.